From a dataset of the Open Reaction Database (ORD), a public repository of structured organic reaction records. describe an organic reaction: reactants, conditions, products, and yield Isolated yield 55.7%. Conditions: temperature 0 celsius, time 15 minute. The solvent is O1CCCC1 (tetrahydrofuran). Yields the product OCC1=CC(=C(C=N1)C1=CC=C2C=C(N=CC2=C1)NC(=O)C1CC1)C (N-(7-(6-(hydroxymethyl)-4-methylpyridin-3-yl)isoquinolin-3-yl)cyclopropanecarboxamide). The reactants are [Na] (Sodium), C(=O)C1=CC(=C(C=N1)C1=CC=C2C=C(N=CC2=C1)NC(=O)C1CC1)C (N-(7-(6-formyl-4-methylpyridin-3-yl)isoquinolin-3-yl)cyclopropanecarboxamide). Procedure details: Sodium tertrahydroborate (10 mg, 0.27 mmol) was added to a solution of N-(7-(6-formyl-4-methylpyridin-3-yl)isoquinolin-3-yl)cyclopropanecarboxamide (45 mg, 0.14 mmol) in tetrahydrofuran (0.8 mL) cooled at 0° C. After 15 minutes, the reaction mixture was quenched with a few drops of water, diluted ethyl acetate (50 mL) and washed with water (50 mL). The organic layer was separated, dried over sodium sulfate, filtered, and evaporated in vacuo to afford a residue that was purified by reverse phase ... Reaction SMILES: [Na].[CH:2]([C:4]1[N:9]=[CH:8][C:7]([C:10]2[CH:19]=[C:18]3[C:13]([CH:14]=[C:15]([NH:20][C:21]([CH:23]4[CH2:25][CH2:24]4)=[O:22])[N:16]=[CH:17]3)=[CH:12][CH:11]=2)=[C:6]([CH3:26])[CH:5]=1)=[O:3]>O1CCCC1>[OH:3][CH2:2][C:4]1[N:9]=[CH:8][C:7]([C:10]2[CH:19]=[C:18]3[C:13]([CH:14]=[C:15]([NH:20][C:21]([CH:23]4[CH2:25][CH2:24]4)=[O:22])[N:16]=[CH:17]3)=[CH:12][CH:11]=2)=[C:6]([CH3:26])[CH:5]=1 |^1:0|. The reactants are CCO, CC(C)(C)OC(=O)CN1CC=CCN(CC2CC2)C1=O. Reaction SMILES: [CH3:21][CH2:22][OH:23].[CH:1]1([CH2:4][N:5]2[C:6](=[O:20])[N:7]([CH2:12][C:13](=[O:14])[O:15][C:16]([CH3:17])([CH3:18])[CH3:19])[CH2:8][CH:9]=[CH:10][CH2:11]2)[CH2:2][CH2:3]1>>[CH:1]1([CH2:4][N:5]2[C:6](=[O:20])[N:7]([CH2:12][C:13](=[O:14])[O:15][C:16]([CH3:17])([CH3:18])[CH3:19])[CH2:8][CH2:9][CH2:10][CH2:11]2)[CH2:2][CH2:3]1. Yields the product CC(C)(C)OC(=O)CN1CCCCN(CC2CC2)C1=O. Reactants: S(=S)(=O)([O-])[O-].[Na+].[Na+] (sodium thiosulphate), C(C)(=O)[O-].[Na+] (sodium acetate), BrBr (bromine), FC1=C(N)C(=CC=C1)F (2,6-difluoroaniline). Solvent: O (water), C(C)(=O)O (acetic acid), C(C)(=O)O (acetic acid). Run at time 2 hour. Yields the product BrC1=CC(=C(N)C(=C1)F)F (4-Bromo-2,6-difluoroaniline). Isolated yield 81.5%. RXN SMILES: [Br:1]Br.[F:3][C:4]1[CH:10]=[CH:9][CH:8]=[C:7]([F:11])[C:5]=1[NH2:6].S([O-])([O-])(=O)=S.[Na+].[Na+].C([O-])(=O)C.[Na+]>C(O)(=O)C.O>[Br:1][C:9]1[CH:10]=[C:4]([F:3])[C:5]([NH2:6])=[C:7]([F:11])[CH:8]=1 |f:2.3.4,5.6|. Procedure: A solution of bromine (127.0 g, 0.79 mol) in glacial acetic acid (200 ml) was added slowly, dropwise to a stirred solution of 2,6-difluoroaniline (101.5 g, 0.79 mol) in glacial acetic acid (550 ml) keeping the temperature below 25° C. The mixture was stirred at room temperature for 2 h, and then sodium thiosulphate (50 g), sodium acetate (125 g) and water (700 ml) were added and the mixture was cooled in a refrigerator overnight. The product was filtered off, dissolved in ether, and the ether ph... Conditions: time 4 hour. Starting materials: N[C@H](C(=O)O)CCC1=CC=CC=C1 ((S)-2-amino-4-phenylbutanoic acid), C(=O)([O-])[O-].[Na+].[Na+] (Na2CO3), ClC(=O)OC (methyl chloroformate). Yields the product COC(=O)N[C@H](C(=O)O)CCC1=CC=CC=C1 ((S)-2-(methoxycarbonylamino)-4-phenylbutanoic acid). RXN SMILES: [NH2:1][C@@H:2]([CH2:6][CH2:7][C:8]1[CH:13]=[CH:12][CH:11]=[CH:10][CH:9]=1)[C:3]([OH:5])=[O:4].C([O-])([O-])=O.[Na+].[Na+].Cl[C:21]([O:23][CH3:24])=[O:22]>C1COCC1>[CH3:24][O:23][C:21]([NH:1][C@@H:2]([CH2:6][CH2:7][C:8]1[CH:13]=[CH:12][CH:11]=[CH:10][CH:9]=1)[C:3]([OH:5])=[O:4])=[O:22] |f:1.2.3|. Isolated yield 96.3%. The solvent is C1CCOC1 (THF). Procedure: (S)-2-amino-4-phenylbutanoic acid (0.50 g, 2.8 mmol) was suspended in 1M Na2CO3 (8.4 mL, 8.4 mmol) and then a solution of methyl chloroformate (0.32 mL, 4.2 mmol) in THF (4.0 mL) was added and the mixture was stirred vigorously at room temperature for 4 hours. The mixture was then concentrated under reduced pressure and the residue was dissolved in water and made acidic with 0.1N HCl. The mixture was extracted with ethyl acetate, dried over Na2SO4, filtered and concentrated under reduced pressur...